This data is from the Open Reaction Database (ORD), a public repository of structured organic reaction records. The task is: describe an organic reaction: reactants, conditions, products, and yield Procedure details: In a 2 liter three-necked round-bottomed flask, fitted with a mechanical stirrer, dropping funnel, and ground glass stopper, were charged 4-(6'-acryloyloxyhexyloxy)benzaldehyde (from Example 12) (22 grams; 0.1 mole), tertiary-butyl alcohol (500 mL), and 2-methyl-2-butene (available from Aldrich Chemical Co., Milwaukee, Wis.) (232 grams; 3 moles). The reaction mixture was stirred at room temperature. Over two hours, a solution of sodium chlorite (available from Aldrich Chemical Co., Milwaukee, Wi... RXN SMILES: [C:1]([O:5][CH2:6][CH2:7][CH2:8][CH2:9][CH2:10][CH2:11][O:12][C:13]1[CH:20]=[CH:19][C:16]([CH:17]=[O:18])=[CH:15][CH:14]=1)(=[O:4])[CH:2]=[CH2:3].CC(=CC)C.Cl([O-])=[O:27].[Na+].P([O-])([O-])([O-])=O.[Na+].[Na+].[Na+]>O.C(O)(C)(C)C>[C:1]([O:5][CH2:6][CH2:7][CH2:8][CH2:9][CH2:10][CH2:11][O:12][C:13]1[CH:20]=[CH:19][C:16]([C:17]([OH:27])=[O:18])=[CH:15][CH:14]=1)(=[O:4])[CH:2]=[CH2:3] |f:2.3,4.5.6.7|. Conditions: time 2 hour. Isolated yield 65.0%. The reactants are C(C=C)(=O)OCCCCCCOC1=CC=C(C=O)C=C1 (4-(6'-acryloyloxyhexyloxy)benzaldehyde), CC(C)=CC (2-methyl-2-butene), Cl(=O)[O-].[Na+] (sodium chlorite), P(=O)([O-])([O-])[O-].[Na+].[Na+].[Na+] (sodium phosphate), monohydrate. Run in C(C)(C)(C)O (tertiary-butyl alcohol), O (water). Yields the product C(C=C)(=O)OCCCCCCOC1=CC=C(C(=O)O)C=C1 (4-(6'-acryloyloxyhexyloxy)benzoic acid). The reactants are C(C)(=O)C1=C(OCC(COC2=CC=C(C=C2)C(C)(C)C)O)C=CC=C1O (1-(2-acetyl-3-hydroxyphenoxy)-2-hydroxy-3-p-t-butylphenoxypropane), [O-]CC.[Na+] (sodium ethoxide), [Na] (sodium), C(C)O (ethanol). Solvent: C(C(=O)OCC)(=O)OCC (diethyl oxalate), CCOCC (ether). Yields the product C(=O)(O)C=1OC2=CC=CC(=C2C(C1)=O)OCC(COC1=CC=C(C=C1)C(C)(C)C)O (1-(2-Carboxychromon-5-yloxy)-2-Hydroxy-3-p-t-Butylphenoxypropane). RXN SMILES: [C:1]([C:4]1[C:25]([OH:26])=[CH:24][CH:23]=[CH:22][C:5]=1[O:6][CH2:7][CH:8]([OH:21])[CH2:9][O:10][C:11]1[CH:16]=[CH:15][C:14]([C:17]([CH3:20])([CH3:19])[CH3:18])=[CH:13][CH:12]=1)(=[O:3])[CH3:2].[O-:27][CH2:28][CH3:29].[Na+].[Na].C([OH:34])C>C(OCC)(=O)C(OCC)=O.CCOCC>[C:28]([C:29]1[O:26][C:25]2[C:4]([C:1](=[O:3])[CH:2]=1)=[C:5]([O:6][CH2:7][CH:8]([OH:21])[CH2:9][O:10][C:11]1[CH:16]=[CH:15][C:14]([C:17]([CH3:18])([CH3:19])[CH3:20])=[CH:13][CH:12]=1)[CH:22]=[CH:23][CH:24]=2)([OH:34])=[O:27] |f:1.2,^1:30|. Procedure details: A solution of 1-(2-acetyl-3-hydroxyphenoxy)-2-hydroxy-3-p-t-butylphenoxypropane (14.4 g) in diethyl oxalate (15 ml) was added to a suspension of sodium ethoxide, prepared from sodium (3.0 g) and ethanol (30 ml), in ether (200 ml). The mixture was heated under reflux for 1.5 hours, and the brown-coloured residue was poured onto ice (100 g). After acidification with a solution of acetic acid (12 ml) in water (80 ml), the ether layer was separated, and the aqueous solution extracted with ether (3 ×... Reactants: [Si](C)(C)(C(C)(C)C)O[C@@H]1CC[C@H](CC1)N1N=CC(=C1)C1=C2C(=C(N=C1)N)OC(=C2)Cl (4-[1-(trans-4-{[tert-butyl(dimethyl)silyl]oxy}cyclohexyl)-1H-pyrazol-4-yl]-2-chlorofuro[2,3-c]pyridin-7-amine), FC1=C(C2=C(N=CS2)C=C1)B(O)O ((6-fluoro-1,3-benzothiazol-7-yl)boronic acid), C([O-])([O-])=O.[Na+].[Na+] (sodium carbonate), Cl (hydrochloric acid). Reagents/catalysts: C=1C=CC(=CC1)[P](C=2C=CC=CC2)(C=3C=CC=CC3)[Pd]([P](C=4C=CC=CC4)(C=5C=CC=CC5)C=6C=CC=CC6)([P](C=7C=CC=CC7)(C=8C=CC=CC8)C=9C=CC=CC9)[P](C=1C=CC=CC1)(C=1C=CC=CC1)C=1C=CC=CC1 (Pd(PPh3)4). Solvent: O1CCOCC1 (1,4-dioxane), O1CCOCC1 (1,4-dioxane). Reaction conditions: time 30 minute. Product: NC=1N=CC(=C2C1OC(=C2)C2=C(C=CC=1N=CSC12)F)C=1C=NN(C1)[C@@H]1CC[C@H](CC1)O (trans-4-{4-[7-amino-2-(6-fluoro-1,3-benzothiazol-7-yl)furo[2,3-c]pyridin-4-yl]-1H-pyrazol-1-yl}cyclohexanol). Isolated yield 6.2%. Reaction SMILES: [Si]([O:8][C@H:9]1[CH2:14][CH2:13][C@H:12]([N:15]2[CH:19]=[C:18]([C:20]3[CH:25]=[N:24][C:23]([NH2:26])=[C:22]4[O:27][C:28](Cl)=[CH:29][C:21]=34)[CH:17]=[N:16]2)[CH2:11][CH2:10]1)(C(C)(C)C)(C)C.[F:31][C:32]1[CH:40]=[CH:39][C:35]2[N:36]=[CH:37][S:38][C:34]=2[C:33]=1B(O)O.C(=O)([O-])[O-].[Na+].[Na+].Cl>O1CCOCC1.C1C=CC([P]([Pd]([P](C2C=CC=CC=2)(C2C=CC=CC=2)C2C=CC=CC=2)([P](C2C=CC=CC=2)(C2C=CC=CC=2)C2C=CC=CC=2)[P](C2C=CC=CC=2)(C2C=CC=CC=2)C2C=CC=CC=2)(C2C=CC=CC=2)C2C=CC=CC=2)=CC=1>[NH2:26][C:23]1[N:24]=[CH:25][C:20]([C:18]2[CH:17]=[N:16][N:15]([C@H:12]3[CH2:11][CH2:10][C@H:9]([OH:8])[CH2:14][CH2:13]3)[CH:19]=2)=[C:21]2[CH:29]=[C:28]([C:33]3[C:34]4[S:38][CH:37]=[N:36][C:35]=4[CH:39]=[CH:40][C:32]=3[F:31])[O:27][C:22]=12 |f:2.3.4,^1:60,62,81,100|. Procedure: A solution of 4-[1-(trans-4-{[tert-butyl(dimethyl)silyl]oxy}cyclohexyl)-1H-pyrazol-4-yl]-2-chlorofuro[2,3-c]pyridin-7-amine (70.5 mg, 0.158 mmol), (6-fluoro-1,3-benzothiazol-7-yl)boronic acid (44.0 mg, 0.22 mmol), and Pd(PPh3)4 (18.2 mg, 0.0158 mmol) in 1,4-dioxane (1.23 mL) and aqueous 1.0 N sodium carbonate solution (0.615 mL, 0.615 mmol) was heated to 120° C. in a microwave for 60 min. Into the reaction mixture was added hydrochloric acid in 1,4-dioxane (4 N in 1,4-dioxane, 0.59 mL, 2.36 mmol... Run at temperature 85 celsius. Starting materials: O1C(OCC1)CN(C(=O)C=1NC=C(C1)C(C1=C(C=C(C=C1F)F)F)=O)CC=1N=C2N(C=CC(=C2)C(F)(F)F)C1 (N-(1,3-dioxolan-2-ylmethyl)-4-(2,4,6-trifluorobenzoyl)-N-{[7-(trifluoromethyl)imidazo[1,2-a]pyridin-2-yl]methyl}-1H-pyrrole-2-carboxamide), CC#N.O (MeCN—H2O). The product is FC1=C(C(=O)C2=CNC=3C(N(C=CC32)CC=3N=C2N(C=CC(=C2)C(F)(F)F)C3)=O)C(=CC(=C1)F)F (3-(2,4,6-trifluorobenzoyl)-6-{[7-(trifluoromethyl)imidazo[1,2-a]pyridin-2-yl]methyl}-1,6-dihydro-7H-pyrrolo[2,3-c]pyridin-7-one). The solvent is CS(=O)(=O)O (methanesulfonic acid). As a reaction SMILES: O1CCO[CH:2]1[CH2:6][N:7]([CH2:26][C:27]1[N:28]=[C:29]2[CH:34]=[C:33]([C:35]([F:38])([F:37])[F:36])[CH:32]=[CH:31][N:30]2[CH:39]=1)[C:8]([C:10]1[NH:11][CH:12]=[C:13]([C:15](=[O:25])[C:16]2[C:21]([F:22])=[CH:20][C:19]([F:23])=[CH:18][C:17]=2[F:24])[CH:14]=1)=[O:9].CC#N.O>CS(O)(=O)=O>[F:22][C:21]1[CH:20]=[C:19]([F:23])[CH:18]=[C:17]([F:24])[C:16]=1[C:15]([C:13]1[C:14]2[CH:2]=[CH:6][N:7]([CH2:26][C:27]3[N:28]=[C:29]4[CH:34]=[C:33]([C:35]([F:38])([F:36])[F:37])[CH:32]=[CH:31][N:30]4[CH:39]=3)[C:8](=[O:9])[C:10]=2[NH:11][CH:12]=1)=[O:25] |f:1.2|. Isolated yield 62.6%. Procedure: The product from Step B (744 mg, 1.40 mmol) was dissolved in methanesulfonic acid (6.0 mL) and heated to 85° C. for 50 min. After cooling in an ice-water bath, the reaction mixture was taken up in 2:3 MeCN—H2O (10 mL) and purified by reverse phase HPLC (C-18 column) to give the title compound (430 mg). LC/MS: m/z 491(M+H). 1H-NMR (d6-DMSO, 500 MHz): δ 5.40 (s, 2H), 6.96 (d, 1H), 7.20 (dd, 1H), 7.33 (t, 2H), 7.57 (d, 1H), 7.88 (d, 1H), 8.01 (s, 1H), 8.03 (s, 1H), 8.71 (d, 1H), 13.09 (s, 1H). Reactants: BrCCOc1cccc(-c2noc3ccsc23)c1, O=C([O-])[O-], CC#N, NCc1ccc(Cl)cc1, [K+], [K+]. Product: Clc1ccc(CNCCOc2cccc(-c3noc4ccsc34)c2)cc1. Reaction SMILES: [Br:1][CH2:2][CH2:3][O:4][c:5]1[cH:6][c:7](-[c:11]2[n:12][o:13][c:14]3[c:15]2[s:16][cH:17][cH:18]3)[cH:8][cH:9][cH:10]1.[C:19](=[O:20])([O-:21])[O-:22].[CH3:34][C:35]#[N:36].[Cl:25][c:26]1[cH:27][cH:28][c:29]([CH2:30][NH2:31])[cH:32][cH:33]1.[K+:23].[K+:24]>>[CH2:2]([CH2:3][O:4][c:5]1[cH:6][c:7](-[c:11]2[n:12][o:13][c:14]3[c:15]2[s:16][cH:17][cH:18]3)[cH:8][cH:9][cH:10]1)[NH:31][CH2:30][c:29]1[cH:28][cH:27][c:26]([Cl:25])[cH:33][cH:32]1. Reactants: CCC(CC)(CO)CO, Cc1ccccc1, N#Cc1cc(C=O)ccc1F, O, Cc1ccc(S(=O)(=O)O)cc1. Product: CCC1(CC)COC(c2ccc(F)c(C#N)c2)OC1. RXN SMILES: [CH2:12]([CH3:13])[C:14]([CH2:15][OH:16])([CH2:17][OH:18])[CH2:19][CH3:20].[CH3:33][c:34]1[cH:35][cH:36][cH:37][cH:38][cH:39]1.[F:1][c:2]1[c:3]([C:4]#[N:5])[cH:6][c:7]([CH:10]=[O:11])[cH:8][cH:9]1.[OH2:21].[c:22]1([CH3:23])[cH:24][cH:25][c:26]([S:27]([OH:28])(=[O:29])=[O:30])[cH:31][cH:32]1>>[F:1][c:2]1[c:3]([C:4]#[N:5])[cH:6][c:7]([CH:10]2[O:11][CH2:17][C:14]([CH2:12][CH3:13])([CH2:19][CH3:20])[CH2:15][O:16]2)[cH:8][cH:9]1. The reactants are CCOC(C)=O, COCCOC, OB(O)c1ccc(C(F)(F)F)cc1, CCOC(=O)C1(c2cc(Br)c(N)c(OCC(F)(F)F)c2)CCCC1, O, c1ccc(P(c2ccccc2)(c2ccccc2)[Pd](P(c2ccccc2)(c2ccccc2)c2ccccc2)(P(c2ccccc2)(c2ccccc2)c2ccccc2)P(c2ccccc2)(c2ccccc2)c2ccccc2)cc1. The product is CCOC(=O)C1(c2cc(OCC(F)(F)F)c(N)c(-c3ccc(C(F)(F)F)cc3)c2)CCCC1. RXN SMILES: [CH3:38][CH2:39][O:40][C:41]([CH3:42])=[O:43].[CH3:45][O:46][CH2:47][CH2:48][O:49][CH3:50].[F:25][C:26]([c:27]1[cH:28][cH:29][c:30]([B:33]([OH:34])[OH:35])[cH:31][cH:32]1)([F:36])[F:37].[NH2:1][c:2]1[c:3]([Br:24])[cH:4][c:5]([C:14]2([C:19](=[O:20])[O:21][CH2:22][CH3:23])[CH2:15][CH2:16][CH2:17][CH2:18]2)[cH:6][c:7]1[O:8][CH2:9][C:10]([F:11])([F:12])[F:13].[OH2:44].[cH:51]1[cH:52][cH:53][c:54]([P:55]([Pd:56]([P:57]([c:58]2[cH:59][cH:60][cH:61][cH:62][cH:63]2)([c:64]2[cH:65][cH:66][cH:67][cH:68][cH:69]2)[c:70]2[cH:71][cH:72][cH:73][cH:74][cH:75]2)([P:76]([c:77]2[cH:78][cH:79][cH:80][cH:81][cH:82]2)([c:83]2[cH:84][cH:85][cH:86][cH:87][cH:88]2)[c:89]2[cH:90][cH:91][cH:92][cH:93][cH:94]2)[P:95]([c:96]2[cH:97][cH:98][cH:99][cH:100][cH:101]2)([c:102]2[cH:103][cH:104][cH:105][cH:106][cH:107]2)[c:108]2[cH:109][cH:110][cH:111][cH:112][cH:113]2)([c:114]2[cH:115][cH:116][cH:117][cH:118][cH:119]2)[c:120]2[cH:121][cH:122][cH:123][cH:124][cH:125]2)[cH:126][cH:127]1>>[NH2:1][c:2]1[c:3](-[c:30]2[cH:29][cH:28][c:27]([C:26]([F:25])([F:36])[F:37])[cH:32][cH:31]2)[cH:4][c:5]([C:14]2([C:19](=[O:20])[O:21][CH2:22][CH3:23])[CH2:15][CH2:16][CH2:17][CH2:18]2)[cH:6][c:7]1[O:8][CH2:9][C:10]([F:11])([F:12])[F:13].